Dataset: the Open Reaction Database (ORD), a public repository of structured organic reaction records. Task: describe an organic reaction: reactants, conditions, products, and yield Reactants: ClCCl, O=C1C(C2=NS(=O)(=O)c3c(CO)csc3N2)=C(O)C2C3CCC(C3)C2N1Cc1ccc(F)cc1, C1CCC2=NCCCN2CC1, [N-]=[N+]=NP(=O)(c1ccccc1)c1ccccc1. Yields the product [N-]=[N+]=NCc1csc2c1S(=O)(=O)N=C(C1=C(O)C3C4CCC(C4)C3N(Cc3ccc(F)cc3)C1=O)N2. RXN SMILES: [Cl:63][CH2:64][Cl:65].[F:1][c:2]1[cH:3][cH:4][c:5]([CH2:6][N:7]2[CH:8]3[CH:9]4[CH2:10][CH2:11][CH:12]([CH:13]3[C:14]([OH:31])=[C:15]([C:18]3=[N:19][S:20](=[O:29])(=[O:30])[c:21]5[c:22]([s:24][cH:25][c:26]5[CH2:27][OH:28])[NH:23]3)[C:16]2=[O:17])[CH2:32]4)[cH:33][cH:34]1.[N:35]12[CH2:36][CH2:37][CH2:38][N:39]=[C:40]1[CH2:41][CH2:42][CH2:43][CH2:44][CH2:45]2.[c:46]1([P:47]([c:48]2[cH:49][cH:50][cH:51][cH:52][cH:53]2)(=[O:54])[N:60]=[N+:61]=[N-:62])[cH:55][cH:56][cH:57][cH:58][cH:59]1>>[F:1][c:2]1[cH:3][cH:4][c:5]([CH2:6][N:7]2[CH:8]3[CH:9]4[CH2:10][CH2:11][CH:12]([CH:13]3[C:14]([OH:31])=[C:15]([C:18]3=[N:19][S:20](=[O:29])(=[O:30])[c:21]5[c:22]([s:24][cH:25][c:26]5[CH2:27][N:60]=[N+:61]=[N-:62])[NH:23]3)[C:16]2=[O:17])[CH2:32]4)[cH:33][cH:34]1. Reactants: C1COCCO1, Fc1cc(F)c(C2CCC3(CC2)OCCO3)cc1F, O, O=S(=O)(O)O. Yields the product O=C1CCC(c2cc(F)c(F)cc2F)CC1. RXN SMILES: [CH2:20]1[O:21][CH2:22][CH2:23][O:24][CH2:25]1.[F:1][c:2]1[c:3]([CH:10]2[CH2:11][CH2:12][C:13]3([O:14][CH2:17][CH2:16][O:15]3)[CH2:18][CH2:19]2)[cH:4][c:5]([F:9])[c:6]([F:8])[cH:7]1.[OH2:31].[S:26](=[O:27])(=[O:28])([OH:29])[OH:30]>>[F:1][c:2]1[c:3]([CH:10]2[CH2:11][CH2:12][C:13](=[O:14])[CH2:18][CH2:19]2)[cH:4][c:5]([F:9])[c:6]([F:8])[cH:7]1. Starting materials: C, COC(=O)c1cc(OC)c(OCCCCl)cc1[N+](=O)[O-], O=CO, [Pd]. Product: COC(=O)c1cc(OC)c(OCCCCl)cc1N. As a reaction SMILES: [C:21].[CH3:1][O:2][c:3]1[c:4]([O:16][CH2:17][CH2:18][CH2:19][Cl:20])[cH:5][c:6]([N+:13]([O-:14])=[O:15])[c:7]([C:8](=[O:9])[O:10][CH3:11])[cH:12]1.[CH:23]([OH:24])=[O:25].[Pd:22]>>[CH3:1][O:2][c:3]1[c:4]([O:16][CH2:17][CH2:18][CH2:19][Cl:20])[cH:5][c:6]([NH2:13])[c:7]([C:8](=[O:9])[O:10][CH3:11])[cH:12]1. Procedure details: n-bromosuccinimide (5.34 g) is added to a solution of isoprene (2.45 g) in carbon tetrachloride (100 ml), and the solution is stirred for 24 hours. The product and solvent are then fractionally distilled away from the succinimide, resulting in a partially concentrated solution of c-bromomethylbutadiene. The bromomethylbutadiene solution is chilled (-20° C.), and a 2N tetrahydrofuran solution of butylmagnesium bromide (15 ml) is then added. After stirring for 4 hours, the solution is treated with... The reactants are BrCC=CC=C (bromomethylbutadiene), C(CCC)[Mg]Br (butylmagnesium bromide), P(=O)([O-])([O-])[O-] (phosphate). Conditions: time 4 hour. Solvent: O1CCCC1 (tetrahydrofuran). The product is C(CCCC)C(=C)C=C (2-pentyl-1,3-butadiene). RXN SMILES: Br[CH2:2][CH:3]=[CH:4][CH:5]=[CH2:6].[CH2:7]([Mg]Br)[CH2:8][CH2:9][CH3:10].P([O-])([O-])([O-])=O>O1CCCC1>[CH2:2]([C:8]([CH:9]=[CH2:10])=[CH2:7])[CH2:3][CH2:4][CH2:5][CH3:6]. Reactants: COC=1C=C2C(=NC(NC2=CC1OC)=O)C (6,7-dimethoxy-4-methyl-2(1H)quinazolinone), [N+](=O)(O)[O-] (nitric acid), OS(=O)(=O)O (H2SO4). Run in ice. The product is COC=1C(=C2C(=NC(NC2=CC1OC)=O)C)[N+](=O)[O-] (6,7-dimethoxy-5-nitro-4-methyl-2(1H)quinazolinone). Reaction SMILES: [CH3:1][O:2][C:3]1[CH:4]=[C:5]2[C:10](=[CH:11][C:12]=1[O:13][CH3:14])[NH:9][C:8](=[O:15])[N:7]=[C:6]2[CH3:16].[N+:17]([O-])([OH:19])=[O:18].OS(O)(=O)=O>>[CH3:1][O:2][C:3]1[C:4]([N+:17]([O-:19])=[O:18])=[C:5]2[C:10](=[CH:11][C:12]=1[O:13][CH3:14])[NH:9][C:8](=[O:15])[N:7]=[C:6]2[CH3:16]. Procedure: One equivalent of 6,7-dimethoxy-4-methyl-2(1H)quinazolinone is added during 3/4 hr. to a mixture (5:1) of 6 equivalents of concentrated nitric acid (70%) and concentrated H2SO4 at 0°±3° C. After one hour at the same temperature the solution is poured onto crushed ice (1000 ml). The crude product is collected by filtration, digested with boiling alcohol and the suspension is filtered. Crystallization from ethyl alcohol affords 6,7-dimethoxy-5-nitro-4-methyl-2(1H)quinazolinone.